Dataset: the Open Reaction Database (ORD), a public repository of structured organic reaction records. Task: describe an organic reaction: reactants, conditions, products, and yield Reactants: Cl (HCl), [F-].[K+] (Potassium fluoride), C1(=CC=CC=C1)C1OC2=CC=C(C=C2CC1)O (2-phenylchroman-6-ol), ClC1=NC=C(C=C1)[N+](=O)[O-] (2-chloro-5-nitropyridine). Solvent: CN(C)C=O (DMF). Conditions: temperature 120 celsius. Yields the product [N+](=O)([O-])C=1C=CC(=NC1)OC=1C=C2CCC(OC2=CC1)C1=CC=CC=C1 (5-Nitro-2-(2-phenylchroman-6-yloxy)pyridine). RXN SMILES: [F-].[K+].[C:3]1([CH:9]2[CH2:18][CH2:17][C:16]3[C:11](=[CH:12][CH:13]=[C:14]([OH:19])[CH:15]=3)[O:10]2)[CH:8]=[CH:7][CH:6]=[CH:5][CH:4]=1.Cl[C:21]1[CH:26]=[CH:25][C:24]([N+:27]([O-:29])=[O:28])=[CH:23][N:22]=1.Cl>CN(C=O)C>[N+:27]([C:24]1[CH:25]=[CH:26][C:21]([O:19][C:14]2[CH:15]=[C:16]3[C:11](=[CH:12][CH:13]=2)[O:10][CH:9]([C:3]2[CH:4]=[CH:5][CH:6]=[CH:7][CH:8]=2)[CH2:18][CH2:17]3)=[N:22][CH:23]=1)([O-:29])=[O:28] |f:0.1|. Reported procedure: Potassium fluoride (225 mg) was added into a solution of 2-phenylchroman-6-ol (300 mg) in dry DMF (3 ml). After stirring the resulting mixture at 120° C. for 30 minutes 2-chloro-5-nitropyridine (195 mg) was added. The reaction mixture was stirred for a further 6½ hours at 120° C. After cooling into room temperature 1 M HCl-solution was added and the mixture was extracted with ethyl acetate. The combined organic layers were washed with water then with saturated NaCl-solution and dried with Na2SO4...